describe an organic reaction: reactants, conditions, products, and yield From a dataset of the Open Reaction Database (ORD), a public repository of structured organic reaction records. The reactants are ClCC(=O)NC=1C=C(C=CC1)C (2-chloro-N-m-tolyl-acetamide), OC1=CC=C(C(=O)OC2=CC=CC=C2)C=C1 (phenyl 4-hydroxybenzoate), C([O-])([O-])=O.[K+].[K+] (potassium carbonate), [I-].[K+] (potassium iodide). Solvent: CC(=O)C (acetone). Yields the product CC=1C=C(C=CC1)NC(COC1=CC=C(C(=O)OC2=CC=CC=C2)C=C1)=O (phenyl 4-{2-[(3-methylphenyl)amino]-2-oxoethoxy}benzoate). Reaction SMILES: Cl[CH2:2][C:3]([NH:5][C:6]1[CH:7]=[C:8]([CH3:12])[CH:9]=[CH:10][CH:11]=1)=[O:4].[OH:13][C:14]1[CH:28]=[CH:27][C:17]([C:18]([O:20][C:21]2[CH:26]=[CH:25][CH:24]=[CH:23][CH:22]=2)=[O:19])=[CH:16][CH:15]=1.C(=O)([O-])[O-].[K+].[K+].[I-].[K+]>CC(C)=O>[CH3:12][C:8]1[CH:7]=[C:6]([NH:5][C:3](=[O:4])[CH2:2][O:13][C:14]2[CH:28]=[CH:27][C:17]([C:18]([O:20][C:21]3[CH:26]=[CH:25][CH:24]=[CH:23][CH:22]=3)=[O:19])=[CH:16][CH:15]=2)[CH:11]=[CH:10][CH:9]=1 |f:2.3.4,5.6|. Procedure: To a solution of 2-chloro-N-m-tolyl-acetamide (580 mg, 3.16 mmol) and phenyl 4-hydroxybenzoate (677 mg, 3.16 mmol) in acetone (20 mL) was added potassium carbonate (502 mg, 3.63 mmol) and potassium iodide (26 mg, 0.16 mmol) and the mixture was heated to reflux overnight. The mixture was concentrated under vacuum, water was added, and the mixture was extracted with ethyl acetate. The combined organic extracts were dried (MgSO4), filtered, and concentrated under vacuum. The residue was purified by...